From a dataset of the Open Reaction Database (ORD), a public repository of structured organic reaction records. describe an organic reaction: reactants, conditions, products, and yield Run in C(C)O (ethanol). Procedure: To a THF solution (20 mL) of 3,4,5-trifluorobenzaldehyde (1.3 g), trimethylsilylcyanide (1.35 mL) and zinc iodide (259 mg) were added, and the reaction solution was agitated at room temperature for 40 minutes. 2N ammonia solution in ethanol (15 mL) was added to the reaction solution, and the reaction solution was agitated at 50° C. for 4 hours. The reaction mixture was allowed to cool to room temperature, and the solvent was removed under reduced pressure. Ethyl acetate and saturated sodium bica... Reactants: C1CCOC1 (THF), FC=1C=C(C=O)C=C(C1F)F (3,4,5-trifluorobenzaldehyde), C[Si](C)(C)C#N (trimethylsilylcyanide), N (ammonia). The product is NC(C#N)C1=CC(=C(C(=C1)F)F)F (amino-(3,4,5-trifluorophenyl)acetonitrile). Conditions: time 40 minute. RXN SMILES: C1COCC1.[F:6][C:7]1[CH:8]=[C:9]([CH:12]=[C:13]([F:16])[C:14]=1[F:15])[CH:10]=O.C[Si]([C:21]#[N:22])(C)C.[NH3:23]>C(O)C.[I-].[Zn+2].[I-]>[NH2:23][CH:10]([C:9]1[CH:8]=[C:7]([F:6])[C:14]([F:15])=[C:13]([F:16])[CH:12]=1)[C:21]#[N:22] |f:5.6.7|. The reagents and catalysts are [I-].[Zn+2].[I-] (zinc iodide). Starting materials: C(C1=CC=CC=C1)OC=1C=C(C(=O)N2C([C@@H](CC2)O)=O)C=CC1OC ((R)-1-(3-benzyloxy-4-methoxybenzoyl)-3-hydroxy-2-pyrrolidinone), [H][H] (hydrogen). Reagents/catalysts: [Pd] (palladium/carbon). Solvent: O1CCCC1 (tetrahydrofuran). Yields the product OC=1C=C(C(=O)N2C([C@@H](CC2)O)=O)C=CC1OC ((R)-1-(3-hydroxy-4-methoxybenzoyl)-3-hydroxy-2-pyrrolidinone). RXN SMILES: C([O:8][C:9]1[CH:10]=[C:11]([CH:21]=[CH:22][C:23]=1[O:24][CH3:25])[C:12]([N:14]1[CH2:18][CH2:17][C@@H:16]([OH:19])[C:15]1=[O:20])=[O:13])C1C=CC=CC=1.[H][H]>O1CCCC1.[Pd]>[OH:8][C:9]1[CH:10]=[C:11]([CH:21]=[CH:22][C:23]=1[O:24][CH3:25])[C:12]([N:14]1[CH2:18][CH2:17][C@@H:16]([OH:19])[C:15]1=[O:20])=[O:13]. Procedure details: 2.20 g of (R)-1-(3-benzyloxy-4-methoxybenzoyl)-3-hydroxy-2-pyrrolidinone are hydrogenated in 60 ml of tetrahydrofuran over 1.80 g of 5% palladium/carbon with hydrogen at atmospheric pressure. After removal of the catalyst by filtration, concentration of the filtrate and recrystallization of the residue from ethyl acetate/n-hexane, there is obtained (R)-1-(3-hydroxy-4-methoxybenzoyl)-3-hydroxy-2-pyrrolidinone of melting point 129°-131°; [α]D20 =+175°; [α]54620 =+216°; [α]43620 =+451° (chloroform,... The reactants are FC1=C(C=C(C=C1)OC)C1=C(C=C(C=C1)CO)N1CCCCC1 ((2′-Fluoro-5′-(methyloxy)-2-(1-piperidinyl)-1,1′-biphenyl-4-yl)methanol), S(=O)(Cl)Cl (thionyl chloride). The solvent is CN(C)C=O (DMF), C(Cl)Cl (DCM), C(Cl)Cl (DCM). Reaction conditions: time 45 minute. Product: ClCC1=CC(=C(C=C1)C1=C(C=CC(=C1)OC)F)N1CCCCC1 (1-(4-(Chloromethyl)-2′-fluoro-5′-(methyloxy)-1,1′-biphenyl-2-yl)piperidine). The yield is 35.4%. Reaction SMILES: [F:1][C:2]1[CH:7]=[CH:6][C:5]([O:8][CH3:9])=[CH:4][C:3]=1[C:10]1[CH:15]=[CH:14][C:13]([CH2:16]O)=[CH:12][C:11]=1[N:18]1[CH2:23][CH2:22][CH2:21][CH2:20][CH2:19]1.S(Cl)([Cl:26])=O>CN(C=O)C.C(Cl)Cl>[Cl:26][CH2:16][C:13]1[CH:14]=[CH:15][C:10]([C:3]2[CH:4]=[C:5]([O:8][CH3:9])[CH:6]=[CH:7][C:2]=2[F:1])=[C:11]([N:18]2[CH2:23][CH2:22][CH2:21][CH2:20][CH2:19]2)[CH:12]=1. Procedure details: To a solution of 67.20D (0.2318 g, 0.73 mmol) in dry DMF (0.03 mL) and dry DCM (3 mL) was added thionyl chloride (0.13 mL, 1.8 mmol) at 0° C. The resulting solution was warmed to room temperature and monitored with TLC and LCMS. After 45 minutes, the reaction was diluted with DCM and then washed once with saturated aqueous sodium bicarbonate and once with brine. After drying over anhydrous magnesium sulfate, filtering, and removing the solvent under reduced pressure, the residue was purified by ... Reactants: CC(=O)O, O=N[O-], Nc1sccc1S(=O)(=O)CC(=O)NCc1ccc(Cl)cc1, [Na+], O. Yields the product O=C(NCc1ccc(Cl)cc1)C1=NNc2sccc2S1(=O)=O. RXN SMILES: [CH3:27][C:28](=[O:29])[OH:30].[N:1]([O-:2])=[O:3].[NH2:6][c:7]1[s:8][cH:9][cH:10][c:11]1[S:12](=[O:13])(=[O:14])[CH2:15][C:16](=[O:17])[NH:18][CH2:19][c:20]1[cH:21][cH:22][c:23]([Cl:26])[cH:24][cH:25]1.[Na+:4].[OH2:5]>>[N:1]1=[C:15]([C:16](=[O:17])[NH:18][CH2:19][c:20]2[cH:21][cH:22][c:23]([Cl:26])[cH:24][cH:25]2)[S:12](=[O:13])(=[O:14])[c:11]2[c:7]([s:8][cH:9][cH:10]2)[NH:6]1. RXN SMILES: [CH2:1]([O:8][C:9]([NH:11][CH:12]([C:19]([OH:21])=O)[CH2:13][C:14]1[S:15][CH:16]=[CH:17][CH:18]=1)=[O:10])[C:2]1[CH:7]=[CH:6][CH:5]=[CH:4][CH:3]=1.C(OC(N[C@H](C(O)=O)CC1SC=CC=1)=O)C1C=CC=CC=1.CN1CCOCC1.C(OC(Cl)=O)C(C)C.[C:58]([NH2:62])([CH3:61])([CH3:60])[CH3:59]>C1COCC1>[C:58]([NH:62][C:19](=[O:21])[C@H:12]([CH2:13][C:14]1[S:15][CH:16]=[CH:17][CH:18]=1)[NH:11][C:9]([O:8][CH2:1][C:2]1[CH:3]=[CH:4][CH:5]=[CH:6][CH:7]=1)=[O:10])([CH3:61])([CH3:60])[CH3:59]. Reaction conditions: temperature 0 celsius, time 17.5 minute. Procedure: Into a 500 ml flask was placed 8.06 g of the subtitled compound of Example A, N-(Benzyloxycarbonyl)-3-(2-thienyl)-L-alanine, in 130 ml of THF. The compound was cooled to 0° C. N-Methylmorpholine (4.23 ml) was added, followed by isobutylchloroformate (4.04 ml) over two minutes. The mixture was stirred for 15-20 minutes, and 3.74 ml of t-butylamine was added. The bath was removed, and the mixture was stirred at room temperature for two hours. The mixture was concentrated on rotovap, and the residu... Isolated yield 97.0%. Yields the product C(C)(C)(C)NC([C@@H](NC(=O)OCC1=CC=CC=C1)CC=1SC=CC1)=O (N-(carbobenzyloxy)-3-(2-thienyl)-L-alanine-tert-butylamide). The solvent is C1CCOC1 (THF). The reactants are C(C1=CC=CC=C1)OC(=O)NC(CC=1SC=CC1)C(=O)O (N-(Benzyloxycarbonyl)-3-(2-thienyl)-D,L-alanine), C(C(C)C)OC(=O)Cl (isobutylchloroformate), C(C)(C)(C)N (t-butylamine), C(C1=CC=CC=C1)OC(=O)N[C@@H](CC=1SC=CC1)C(=O)O (N-(Benzyloxycarbonyl)-3-(2-thienyl)-L-alanine), CN1CCOCC1 (N-Methylmorpholine). Reactants: CC(Br)C(=O)c1ccc(Cl)cc1Cl, CCOC(=O)c1c(CC)n[nH]c1O, [K+], [K+], O=C([O-])[O-], CN(C)C=O, O. Reaction SMILES: [Br:20][CH:21]([C:22](=[O:23])[c:24]1[c:25]([Cl:31])[cH:26][c:27]([Cl:30])[cH:28][cH:29]1)[CH3:32].[CH2:1]([CH3:2])[O:3][C:4](=[O:5])[c:6]1[c:7]([CH2:12][CH3:13])[n:8][nH:9][c:10]1[OH:11].[K+:14].[K+:15].[O-:16][C:17]([O-:18])=[O:19].[O:34]=[CH:35][N:36]([CH3:37])[CH3:38].[OH2:33]>>[CH2:1]([CH3:2])[O:3][C:4](=[O:5])[c:6]1[c:7]([CH2:12][CH3:13])[n:8][nH:9][c:10]1[O:11][CH:21]([C:22](=[O:23])[c:24]1[c:25]([Cl:31])[cH:26][c:27]([Cl:30])[cH:28][cH:29]1)[CH3:32]. Product: CCOC(=O)c1c(CC)n[nH]c1OC(C)C(=O)c1ccc(Cl)cc1Cl. RXN SMILES: [F:1][C:2]([F:10])([F:9])[C:3]1[CH:7]=[C:6]([OH:8])[NH:5][N:4]=1.[O:11]1[CH:16]=[CH:15][CH2:14][CH2:13][CH2:12]1>C(OCC)(=O)C.O.C1(C)C=CC(S(O)(=O)=O)=CC=1>[O:11]1[CH2:16][CH2:15][CH2:14][CH2:13][CH:12]1[N:5]1[C:6]([OH:8])=[CH:7][C:3]([C:2]([F:10])([F:9])[F:1])=[N:4]1 |f:3.4|. Reaction conditions: temperature 50 celsius, time 30 minute. The product is O1C(CCCC1)N1N=C(C=C1O)C(F)(F)F (1-(tetrahydro-2H-pyran-2-yl)-3-(trifluoromethyl)-1H-pyrazol-5-ol). Solvent: C(C)(=O)OCC (ethyl acetate), C(C)(=O)OCC (ethyl acetate). Reagents/catalysts: O.C1(=CC=C(C=C1)S(=O)(=O)O)C (p-toluene-sulfonic acid monohydrate). Reported procedure: 3-(Trifluoromethyl)-1H-pyrazol-5-ol (5.0 g, 0.032 mole) which is known in the art and p-toluene-sulfonic acid monohydrate (0.08 g) were dissolved in ethyl acetate (30 mL) and warmed to 50° C. 3,4-Dihydro-2H-pyran (2.9 g, 0.034 mole) was slowly added over a 10 minute period. After stirring 30 minutes at 50° C., the mixture was cooled and diluted with 100 mL of ethyl acetate. This solution was washed twice with 0.5% hydrochloric acid solution, then dried with magnesium sulfate, filtered and concen... Starting materials: FC(C1=NNC(=C1)O)(F)F (3-(Trifluoromethyl)-1H-pyrazol-5-ol), O1CCCC=C1 (3,4-Dihydro-2H-pyran). The yield is 76.7%. Starting materials: N1CCCC2=CC(=CC=C12)C(CC(=O)O)C ((R/S) 3-(1,2,3,4-tetrahydro-quinolin-6-yl)-butyric acid), C([O-])(O)=O.[Na+] (sodium bicarbonate), C1=CC=CC=2C3=CC=CC=C3C(C12)COC(=O)N1C(CCC1=O)=O (2,5-dioxo-pyrrolidine-1-carboxylic acid 9H-fluoren-9-ylmethyl ester). Run in CC(=O)C (acetone), O (water). Conditions: time 8 hour. The product is C1=CC=CC=2C3=CC=CC=C3C(C12)COC(=O)N1CCCC2=CC(=CC=C12)C(CC(=O)O)C ((R/S) 6-(2-Carboxy-1-methyl-ethyl)-3,4-dihydro-2H-quinoline-1-carboxylic Acid 9H-Fluoren-9-ylmethyl Ester). Yield: 110.8%. Reaction SMILES: [NH:1]1[C:10]2[C:5](=[CH:6][C:7]([CH:11]([CH3:16])[CH2:12][C:13]([OH:15])=[O:14])=[CH:8][CH:9]=2)[CH2:4][CH2:3][CH2:2]1.C(=O)(O)[O-].[Na+].[CH:22]1[C:34]2[CH:33]([CH2:35][O:36][C:37](N3C(=O)CCC3=O)=[O:38])[C:32]3[C:27](=[CH:28][CH:29]=[CH:30][CH:31]=3)[C:26]=2[CH:25]=[CH:24][CH:23]=1>CC(C)=O.O>[CH:22]1[C:34]2[CH:33]([CH2:35][O:36][C:37]([N:1]3[C:10]4[C:5](=[CH:6][C:7]([CH:11]([CH3:16])[CH2:12][C:13]([OH:15])=[O:14])=[CH:8][CH:9]=4)[CH2:4][CH2:3][CH2:2]3)=[O:38])[C:32]3[C:27](=[CH:28][CH:29]=[CH:30][CH:31]=3)[C:26]=2[CH:25]=[CH:24][CH:23]=1 |f:1.2|. Procedure details: A suspension of (R/S) 3-(1,2,3,4-tetrahydro-quinolin-6-yl)-butyric acid (2.6 g) and sodium bicarbonate (2.2 g) in acetone (40 ml) and water (40 ml) was treated with 2,5-dioxo-pyrrolidine-1-carboxylic acid 9H-fluoren-9-ylmethyl ester (4.0 g) and the resulting mixture was stirred at room temperature overnight. The mixture was filtered and the filtrate evaporated to low bulk. The residue was treated with dilute hydrochloric acid and the resulting gummy precipitate was extracted into a mixture of te... Reactants: ClC=1C=C(C=CC1)[C@@H]([C@H]1CN(CCC1)C(=O)OC(C)(C)C)O ((R)-tert-butyl 3-((R)-(3-chlorophenyl)(hydroxy)methyl)piperidine-1-carboxylate), BrCC(=O)OCC (ethyl bromoacetate), [NH4+].[Cl-] (NH4Cl), [H-].[Na+] (NaH). Solvent: CN(C)C=O (DMF), CN(C)C=O (DMF), CCOC(=O)C (EtOAc), CN(C)C=O (DMF). Conditions: time 1 hour. The product is ClC=1C=C(C=CC1)[C@@H]([C@H]1CN(CCC1)C(=O)OC(C)(C)C)OCC(=O)OCC ((R)-tert-butyl 3-((R)-(3-chlorophenyl)(2-ethoxy-2-oxoethoxy)methyl)piperidine-1-carboxylate). Isolated yield 62.9%. As a reaction SMILES: [H-].[Na+].[Cl:3][C:4]1[CH:5]=[C:6]([C@H:10]([OH:24])[C@@H:11]2[CH2:16][CH2:15][CH2:14][N:13]([C:17]([O:19][C:20]([CH3:23])([CH3:22])[CH3:21])=[O:18])[CH2:12]2)[CH:7]=[CH:8][CH:9]=1.Br[CH2:26][C:27]([O:29][CH2:30][CH3:31])=[O:28].[NH4+].[Cl-]>CN(C=O)C.CCOC(C)=O>[Cl:3][C:4]1[CH:5]=[C:6]([C@H:10]([O:24][CH2:26][C:27]([O:29][CH2:30][CH3:31])=[O:28])[C@@H:11]2[CH2:16][CH2:15][CH2:14][N:13]([C:17]([O:19][C:20]([CH3:21])([CH3:23])[CH3:22])=[O:18])[CH2:12]2)[CH:7]=[CH:8][CH:9]=1 |f:0.1,4.5|. Reported procedure: To a suspension of NaH (7.44 g, 161 mmol) in anhydrous DMF (50 mL) at 0-5° C. was added dropwise a solution of (R)-tert-butyl 3-((R)-(3-chlorophenyl)(hydroxy)methyl)piperidine-1-carboxylate (17.45 g, 54 mmol) in anhydrous DMF (100 mL), the reaction mixture was stirred for 1 hr at rt. A solution of ethyl bromoacetate (17.82 g, 11.87 mL, 107 mmol) in anhydrous DMF (100 mL) was added dropwise to the above mixture at 0-5° C. After addition, the reaction mixture was stirred for 2-3 hr at rt. The reac...